From a dataset of the Open Reaction Database (ORD), a public repository of structured organic reaction records. describe an organic reaction: reactants, conditions, products, and yield Starting materials: ClC1=CC=C(C=C1)C1=C(C(=NN1C1=C(C=C(C=C1)Cl)Cl)C=1N(C(C(N1)=O)(C)C)C)C (2-[5-(4-chloro-phenyl)-1-(2,4-dichloro-phenyl)-4-methyl-1H-pyrazol-3-yl]-1,5,5-trimethyl-1,5-dihydro-imidazol-4-one), COC=1C=CC(=CC1)P2(=S)SP(=S)(S2)C=3C=CC(=CC3)OC (Lawesson's reagent), ice water. The solvent is C1(=CC=CC=C1)C (toluene). Conditions: temperature 60 celsius. Product: ClC1=CC=C(C=C1)C1=C(C(=NN1C1=C(C=C(C=C1)Cl)Cl)C=1N(C(C(N1)=S)(C)C)C)C (2-[5-(4-chloro-phenyl)-1-(2,4-dichloro-phenyl)-4-methyl-1H-pyrazol-3-yl]-1,5,5-trimethyl-1,5-dihydro-imidazole-4-thione). Isolated yield 74.2%. RXN SMILES: [Cl:1][C:2]1[CH:7]=[CH:6][C:5]([C:8]2[N:12]([C:13]3[CH:18]=[CH:17][C:16]([Cl:19])=[CH:15][C:14]=3[Cl:20])[N:11]=[C:10]([C:21]3[N:22]([CH3:29])[C:23]([CH3:28])([CH3:27])[C:24](=O)[N:25]=3)[C:9]=2[CH3:30])=[CH:4][CH:3]=1.COC1C=CC(P2(SP(C3C=CC(OC)=CC=3)(=S)S2)=[S:40])=CC=1>C1(C)C=CC=CC=1>[Cl:1][C:2]1[CH:7]=[CH:6][C:5]([C:8]2[N:12]([C:13]3[CH:18]=[CH:17][C:16]([Cl:19])=[CH:15][C:14]=3[Cl:20])[N:11]=[C:10]([C:21]3[N:22]([CH3:29])[C:23]([CH3:28])([CH3:27])[C:24](=[S:40])[N:25]=3)[C:9]=2[CH3:30])=[CH:4][CH:3]=1. Procedure details: To a solution of compound 6 (98 mg, 0.22 mmol) in toluene (5 mL) was added Lawesson's reagent (150 mg, 0.37 mmol) in one portion. The resulting mixture was heated at 60° C. for 4 h, then poured into ice water. The resulting mixture was extracted with ethyl acetate (2×30 mL). The combined extracts were washed with water, saturated aqueous sodium bicarbonate, and brine, dried over anhydrous sodium sulfate, filtered, and concentrated. The residue was purified by flash chromatography on silica gel w...